From a dataset of the Open Reaction Database (ORD), a public repository of structured organic reaction records. describe an organic reaction: reactants, conditions, products, and yield The reactants are C(C)(C)(C)OC(=O)N1[C@@H](C[C@@H](C1)OC=O)C(=O)OC ((2S,4S)-1-t-butoxycarbonyl-4-formyloxy-2-methoxycarbonylpyrrolidine), [OH-].[Na+] (sodium hydroxide). Run in CO (methanol). Reaction conditions: time 20 minute. Yields the product C(C)(C)(C)OC(=O)N1[C@@H](C[C@@H](C1)O)C(=O)OC ((2S,4S)-1-t-butoxycarbonyl-4-hydroxy-2-methoxycarbonylpyrrolidine). The yield is 89.2%. As a reaction SMILES: [C:1]([O:5][C:6]([N:8]1[CH2:12][C@@H:11]([O:13]C=O)[CH2:10][C@H:9]1[C:16]([O:18][CH3:19])=[O:17])=[O:7])([CH3:4])([CH3:3])[CH3:2].[OH-].[Na+]>CO>[C:1]([O:5][C:6]([N:8]1[CH2:12][C@@H:11]([OH:13])[CH2:10][C@H:9]1[C:16]([O:18][CH3:19])=[O:17])=[O:7])([CH3:4])([CH3:3])[CH3:2] |f:1.2|. Procedure details: To a solution of (2S,4S)-1-t-butoxycarbonyl-4-formyloxy-2-methoxycarbonylpyrrolidine (5.12 g: 18.7 mmole) in methanol (51.0 ml), aqueous 1N-sodium hydroxide (18.7 ml) is added under ice cooling. The mixture is stirred at the same temperature for 20 minutes to give (2S,4S)-1-t-butoxycarbonyl-4-hydroxy-2-methoxycarbonylpyrrolidine (4.09 g). Yield: 89%. Colorless crystals. NMR δ(CDCl3) ppm: 1.44(d, J=8.2 Hz, 9H), 2.0 to 2.2(m, 1H), 2.2 to 2.5(m, 1H), 3.2 to 3.8(m, 3H), 3.79(d, J=2.8 Hz, 3H), 4.2 to...